describe an organic reaction: reactants, conditions, products, and yield From a dataset of the Open Reaction Database (ORD), a public repository of structured organic reaction records. Reactants: C1CCC(CC1)N=C=NC2CCCCC2 (DCC), CS(=O)(=O)[O-] (methanesulfonate), C(N)(=N)C=1C=C2C=CC(=C(C2=CC1)CCC(N)=O)O (6-amidino-1-(2-carbamoylethyl)-2-naphthol), NN=CNC1=CC=C(C(=O)O)C=C1 (4-aminoiminomethylaminobenzoic acid). Run in CO (methanol), N1=CC=CC=C1 (pyridine). Reaction conditions: time 2 hour. Product: NN=CNC1=CC=C(C(=O)OC2=C(C3=CC=C(C=C3C=C2)C(N)=N)CCC(N)=O)C=C1 (6-amidino-1-(2-carbamoylethyl)-2-naphthyl 4-aminoiminomethylaminobenzoate). Isolated yield 52.3%. As a reaction SMILES: [NH2:1][N:2]=[CH:3][NH:4][C:5]1[CH:13]=[CH:12][C:8]([C:9]([OH:11])=[O:10])=[CH:7][CH:6]=1.CS([O-])(=O)=O.[C:19]([C:22]1[CH:23]=[C:24]2[C:29](=[CH:30][CH:31]=1)[C:28]([CH2:32][CH2:33][C:34](=[O:36])[NH2:35])=[C:27](O)[CH:26]=[CH:25]2)(=[NH:21])[NH2:20].C1CCC(N=C=NC2CCCCC2)CC1>CO.N1C=CC=CC=1>[NH2:1][N:2]=[CH:3][NH:4][C:5]1[CH:13]=[CH:12][C:8]([C:9]([O:11][C:27]2[CH:26]=[CH:25][C:24]3[C:29](=[CH:30][CH:31]=[C:22]([C:19](=[NH:20])[NH2:21])[CH:23]=3)[C:28]=2[CH2:32][CH2:33][C:34](=[O:36])[NH2:35])=[O:10])=[CH:7][CH:6]=1. Procedure details: 100 Milliliters of 20% hydrous pyridine was added to 3.16 g of 4-aminoiminomethylaminobenzoic acid.methanesulfonate, 2.94 g of 6-amidino-1-(2-carbamoylethyl)-2-naphthol and 4.54 g of DCC, followed by stirring for 2 hours under cooling with ice and 24 hours at room temperature. The precipitate was filtered and the filtrate was concentrated under reduced pressure. To the residue was added 20 ml of DMF. The resulting solution was added dropwise to 500 ml of acetone, followed by stirring for 24 hour... The reactants are FC(C(=O)OC)(C(CC(C)C)OC(C(=C)C)=O)F (methyl 2,2-difluoro-3-methacryloyloxy-5-methylhexanoate), C(C)O (ethanol), C1=CC=CC=C1 (benzene). Reagents/catalysts: O.C1(=CC=C(C=C1)S(=O)(=O)O)C (p-toluenesulfonic acid monohydrate). Solvent: O (water). The product is FC(C(=O)OCC)(C(CC(C)C)O)F (ethyl 2,2-difluoro-3-hydroxy-5-methylhexanoate). The yield is 123.2%. Reaction SMILES: [F:1][C:2]([F:18])([CH:7]([O:12]C(=O)C(C)=C)[CH2:8][CH:9]([CH3:11])[CH3:10])[C:3]([O:5][CH3:6])=[O:4].[CH2:19](O)C.C1C=CC=CC=1>O.C1(C)C=CC(S(O)(=O)=O)=CC=1.O>[F:1][C:2]([F:18])([CH:7]([OH:12])[CH2:8][CH:9]([CH3:11])[CH3:10])[C:3]([O:5][CH2:6][CH3:19])=[O:4] |f:3.4|. Procedure details: To a mixture of 25.0 g of Intermediate 1 (Example 1), 20 g of ethanol and 200 g of benzene was added 0.15 g of p-toluenesulfonic acid monohydrate. With stirring in a nitrogen atmosphere, the mixture was heated for 20 hours while water of reaction was sequentially removed out of the system. After cooling, the reaction mixture was poured into a saturated sodium hydrogen carbonate aqueous solution and extracted with ethyl acetate. The ethyl acetate solution was washed, dried, and concentrated, obta...